Dataset: the Open Reaction Database (ORD), a public repository of structured organic reaction records. Task: describe an organic reaction: reactants, conditions, products, and yield The reactants are NC=1SCCN1 (2-amino-4,5-dihydrothiazole), N (ammonia), BrCC(=O)C1=CC=C(C#N)C=C1 (4-bromoacetylbenzonitrile), Cl (hydrochloric acid). Solvent: C(C)#N (acetonitrile), CO (methanol). Run at time 2.5 day. Product: S1C=2N(CC1)C(=CN2)C2=CC=C(C#N)C=C2 (4-(2,3-dihydroimidazo[2,1-b]thiazol-5-yl)benzonitrile). As a reaction SMILES: Br[CH2:2][C:3]([C:5]1[CH:12]=[CH:11][C:8]([C:9]#[N:10])=[CH:7][CH:6]=1)=O.[NH2:13][C:14]1[S:15][CH2:16][CH2:17][N:18]=1.Cl.N>C(#N)C.CO>[S:15]1[CH2:16][CH2:17][N:18]2[C:3]([C:5]3[CH:12]=[CH:11][C:8]([C:9]#[N:10])=[CH:7][CH:6]=3)=[CH:2][N:13]=[C:14]12. Procedure: 3.00 g (12.72 mmol) of 4-bromoacetylbenzonitrile is dissolved in 40 mL acetonitrile, and combined with 2.65 g (25.42 mmol) of 2-amino-4,5-dihydrothiazole and 2.00 g of molecular sieve 4 Å. Then the mixture is stirred for 2.5 days at ambient temperature. Then the solvent is eliminated in vacuo, and the residue is taken up with 100 mL of 1 molar hydrochloric acid solution and the insoluble matter is taken up with a little methanol and concentrated ammonia solution. After filtration, the filtrate i... The reactants are OC1=NC=CC=C1 (2-hydroxypyridine), C(C)(C)(C)OC(N[C@@H](CN1C(CN(C(C1)=O)C1=C(C=CC=C1)Cl)(C)C)[C@H]1OC([C@@H](C1)C)=O)=O ({(S)-2-[4-(2-Chlorophenyl)-2,2-dimethyl-5-oxopiperazin-1-yl]-1-[(2S,4R)-4-methyl-5-oxotetrahydrofuran-2-yl]ethyl}carbamic acid t-butyl ester), CC(CN)(C)C ((2,2-dimethylpropyl)amine). Solvent: O (water). Run at temperature 80 celsius, time 2 hour. The product is C(C)(C)(C)OC(N[C@H]([C@H](C[C@@H](C)C(NCC(C)(C)C)=O)O)CN1C(CN(C(C1)=O)C1=C(C=CC=C1)Cl)(C)C)=O ({(1S,2S,4R)-4-(2,2-Dimethylpropylcarbamoyl)-1-[4-(2-chlorophenyl)-2,2-dimethyl-5-oxopiperazin-1-ylmethyl]-2-hydroxypentyl}carbamic acid t-butyl ester). Isolated yield 96.0%. Reaction SMILES: OC1C=CC=CN=1.[C:8]([O:12][C:13](=[O:40])[NH:14][C@H:15]([C@@H:33]1[CH2:37][C@@H:36]([CH3:38])[C:35](=[O:39])[O:34]1)[CH2:16][N:17]1[CH2:22][C:21](=[O:23])[N:20]([C:24]2[CH:29]=[CH:28][CH:27]=[CH:26][C:25]=2[Cl:30])[CH2:19][C:18]1([CH3:32])[CH3:31])([CH3:11])([CH3:10])[CH3:9].[CH3:41][C:42]([CH3:46])([CH3:45])[CH2:43][NH2:44]>O>[C:8]([O:12][C:13](=[O:40])[NH:14][C@@H:15]([CH2:16][N:17]1[CH2:22][C:21](=[O:23])[N:20]([C:24]2[CH:29]=[CH:28][CH:27]=[CH:26][C:25]=2[Cl:30])[CH2:19][C:18]1([CH3:32])[CH3:31])[C@@H:33]([OH:34])[CH2:37][C@H:36]([C:35](=[O:39])[NH:44][CH2:43][C:42]([CH3:46])([CH3:45])[CH3:41])[CH3:38])([CH3:11])([CH3:9])[CH3:10]. Reported procedure: 25 mg of 2-hydroxypyridine (0.26 mmol) was added to a solution of 250 mg of {(S)-2-[4-(2-chlorophenyl)-2,2-dimethyl-5-oxopiperazin-1-yl]-1-[(2S,4R)-4-methyl-5-oxotetrahydrofuran-2-yl]ethyl}carbamic acid t-butyl ester obtained in Example (76i) (0.52 mmol) in (2,2-dimethylpropyl)amine (1.22 ml) (10.4 mmol), and the mixture was stirred at 80° C. for two hours. The reaction mixture was cooled and then water was added, followed by extraction with methylene chloride. Then, the organic layer was dried ... The reactants are C(C)(C)(C)OC(\C=C\C1=CNC=C1)=O ((E)-3-(1H-pyrrol-3-yl)acrylic acid tert-butyl ester), C1(=CC=C(C=C1)S(=O)(=O)Cl)C1=CC=CC=C1 (4-biphenylsulphonylchloride). The product is C(C)(C)(C)OC(\C=C\C1=CN(C=C1)S(=O)(=O)C1=CC=C(C=C1)C1=CC=CC=C1)=O ((E)-3-[1-(Biphenyl-4-sulfonyl)-1H-pyrrol-3-yl]-acrylic acid tert-butyl ester). Reaction SMILES: [C:1]([O:5][C:6](=[O:14])/[CH:7]=[CH:8]/[C:9]1[CH:13]=[CH:12][NH:11][CH:10]=1)([CH3:4])([CH3:3])[CH3:2].[C:15]1([C:25]2[CH:30]=[CH:29][CH:28]=[CH:27][CH:26]=2)[CH:20]=[CH:19][C:18]([S:21](Cl)(=[O:23])=[O:22])=[CH:17][CH:16]=1>>[C:1]([O:5][C:6](=[O:14])/[CH:7]=[CH:8]/[C:9]1[CH:13]=[CH:12][N:11]([S:21]([C:18]2[CH:17]=[CH:16][C:15]([C:25]3[CH:30]=[CH:29][CH:28]=[CH:27][CH:26]=3)=[CH:20][CH:19]=2)(=[O:23])=[O:22])[CH:10]=1)([CH3:4])([CH3:2])[CH3:3]. Procedure details: (compound D1) (0.531 g), 4-biphenylsulphonylchloride (0.834 g). Reaction conditions: −30° C., 10 min; −30° C., 30 min.